From a dataset of the Open Reaction Database (ORD), a public repository of structured organic reaction records. describe an organic reaction: reactants, conditions, products, and yield Reported procedure: 7-Nitro-2-ethoxy-4H-3,1-benzoxazin-4-one (1 gm, 4.2 m mol.), 10% Pd-C (1 gm), and cyclohexene (2.5 ml) were refluxed in dry benzene (50 ml) under anhydrous conditions for 3 hours. The hot reaction mixture was filtered immediately through celite and the catalyst on celite was washed with hot benzene (25 ml). The combined filtrate was evaporated to dryness under reduced pressure. The residue was stirred in anhydrous ether (30 ml) to give 410 mg (47%) of the title compound, 7-amino-2-ethoxy-4H-3,1-... Yield: 47.0%. Run in C1=CC=CC=C1 (benzene). As a reaction SMILES: [N+:1]([C:4]1[CH:17]=[CH:16][C:7]2[C:8](=[O:15])[O:9][C:10]([O:12][CH2:13][CH3:14])=[N:11][C:6]=2[CH:5]=1)([O-])=O.C1CCCCC=1>C1C=CC=CC=1.[Pd]>[NH2:1][C:4]1[CH:17]=[CH:16][C:7]2[C:8](=[O:15])[O:9][C:10]([O:12][CH2:13][CH3:14])=[N:11][C:6]=2[CH:5]=1. Product: NC1=CC2=C(C(OC(=N2)OCC)=O)C=C1 (7-Amino-2-ethoxy-4H-3,1-benzoxazin-4-one). The reactants are [N+](=O)([O-])C1=CC2=C(C(OC(=N2)OCC)=O)C=C1 (7-Nitro-2-ethoxy-4H-3,1-benzoxazin-4-one), C1=CCCCC1 (cyclohexene). Reagents/catalysts: [Pd] (Pd-C).